This data is from the Open Reaction Database (ORD), a public repository of structured organic reaction records. The task is: describe an organic reaction: reactants, conditions, products, and yield Starting materials: COC(CC1=CC2=CC=C(C=C2C(=C1C)OS(=O)(=O)C(F)(F)F)Cl)=O ((6-chloro-3-methyl-4-trifluoromethanesulfonyloxy-naphthalen-2-yl)-acetic acid methyl ester), C1(=CC=CC=C1)P(C1=CC=CC=C1)C1=CC=CC=C1 (Triphenylphosphine), COC1=CC=C(CNS(=O)(=O)C2=CC=C(C=C2)B(O)O)C=C1 (4-(N-(4-methoxybenzyl)sulfamoyl)phenylboronic acid), aqueous solution, C([O-])([O-])=O.[Na+].[Na+] (sodium carbonate). Reagents/catalysts: C(C)(=O)[O-].[Pd+2].C(C)(=O)[O-] (palladium (II) acetate). The solvent is O (Water), C(OC)COC (dimethoxyethane). Product: COC(CC1=CC2=CC=C(C=C2C(=C1C)C1=CC=C(C=C1)S(NCC1=CC=C(C=C1)OC)(=O)=O)Cl)=O ({6-chloro-4-[4-(4-methoxy-benzylsulfamoyl)-phenyl]-3-methyl-naphthalen-2-yl}-acetic acid methyl ester). Isolated yield 71.0%. Reaction SMILES: [CH3:1][O:2][C:3](=[O:25])[CH2:4][C:5]1[C:14]([CH3:15])=[C:13](OS(C(F)(F)F)(=O)=O)[C:12]2[C:7](=[CH:8][CH:9]=[C:10]([Cl:24])[CH:11]=2)[CH:6]=1.C1(P(C2C=CC=CC=2)C2C=CC=CC=2)C=CC=CC=1.[CH3:45][O:46][C:47]1[CH:66]=[CH:65][C:50]([CH2:51][NH:52][S:53]([C:56]2[CH:61]=[CH:60][C:59](B(O)O)=[CH:58][CH:57]=2)(=[O:55])=[O:54])=[CH:49][CH:48]=1.C(=O)([O-])[O-].[Na+].[Na+]>C(COC)OC.C([O-])(=O)C.[Pd+2].C([O-])(=O)C.O>[CH3:1][O:2][C:3](=[O:25])[CH2:4][C:5]1[C:14]([CH3:15])=[C:13]([C:59]2[CH:58]=[CH:57][C:56]([S:53](=[O:54])(=[O:55])[NH:52][CH2:51][C:50]3[CH:49]=[CH:48][C:47]([O:46][CH3:45])=[CH:66][CH:65]=3)=[CH:61][CH:60]=2)[C:12]2[C:7](=[CH:8][CH:9]=[C:10]([Cl:24])[CH:11]=2)[CH:6]=1 |f:3.4.5,7.8.9|. Procedure: A stirred solution of (6-chloro-3-methyl-4-trifluoromethanesulfonyloxy-naphthalen-2-yl)-acetic acid methyl ester (0.10 g, 0.25 mmol) in dimethoxyethane (5 mL) was purged with argon for 5 minutes at room temperature. Triphenylphosphine (0.015 g, 0.055 mmol), palladium (II) acetate (0.006 g, 0.027 mmol), 4-(N-(4-methoxybenzyl)sulfamoyl)phenylboronic acid (0.109 g, 0.33 mmol) and a 2 M aqueous solution of sodium carbonate (0.6 mL, 1.2 mmol) were added simultaneously to the reaction mixture at room ... Reactants: Cc1nc(-c2ccc(C(F)(F)F)cc2)sc1C(C)O, ClC(Cl)Cl, O=[Mn]=O. Product: CC(=O)c1sc(-c2ccc(C(F)(F)F)cc2)nc1C. RXN SMILES: [CH3:1][c:2]1[n:3][c:4](-[c:10]2[cH:11][cH:12][c:13]([C:16]([F:17])([F:18])[F:19])[cH:14][cH:15]2)[s:5][c:6]1[CH:7]([CH3:8])[OH:9].[CH:20]([Cl:21])([Cl:22])[Cl:23].[O:24]=[Mn:25]=[O:26]>>[CH3:1][c:2]1[n:3][c:4](-[c:10]2[cH:11][cH:12][c:13]([C:16]([F:17])([F:18])[F:19])[cH:14][cH:15]2)[s:5][c:6]1[C:7]([CH3:8])=[O:9]. Reaction SMILES: [C:28]([OH:29])(=[O:30])[CH3:31].[F:1][c:2]1[c:3]([N:10]([c:11]2[n:12][c:13]([CH3:24])[n:14][c:15]3[cH:16][cH:17][c:18]([N+:21]([O-:22])=[O:23])[cH:19][c:20]23)[CH3:25])[cH:4][cH:5][c:6]([O:8][CH3:9])[cH:7]1.[H:26][H:27]>>[F:1][c:2]1[c:3]([N:10]([c:11]2[n:12][c:13]([CH3:24])[n:14][c:15]3[cH:16][cH:17][c:18]([NH2:21])[cH:19][c:20]23)[CH3:25])[cH:4][cH:5][c:6]([O:8][CH3:9])[cH:7]1. Reactants: CC(=O)O, COc1ccc(N(C)c2nc(C)nc3ccc([N+](=O)[O-])cc23)c(F)c1, [H][H]. The product is COc1ccc(N(C)c2nc(C)nc3ccc(N)cc23)c(F)c1.